describe an organic reaction: reactants, conditions, products, and yield From a dataset of the Open Reaction Database (ORD), a public repository of structured organic reaction records. Starting materials: C[Si](C)(C)CCOCCl, [H-], O=C1Nc2ncccc2C12Cc1cc(I)c([N+](=O)[O-])cc1C2, [Na+], CN(C)C=O. Yields the product C[Si](C)(C)CCOCN1C(=O)C2(Cc3cc(I)c([N+](=O)[O-])cc3C2)c2cccnc21. As a reaction SMILES: [CH3:25][Si:26]([CH2:27][CH2:28][O:29][CH2:30][Cl:31])([CH3:32])[CH3:33].[H-:1].[I:3][c:4]1[cH:5][c:6]2[c:10]([cH:11][c:12]1[N+:13](=[O:14])[O-:15])[CH2:9][C:8]1([CH2:7]2)[C:16](=[O:24])[NH:17][c:18]2[n:19][cH:20][cH:21][cH:22][c:23]21.[Na+:2].[O:34]=[CH:35][N:36]([CH3:37])[CH3:38]>>[I:3][c:4]1[cH:5][c:6]2[c:10]([cH:11][c:12]1[N+:13](=[O:14])[O-:15])[CH2:9][C:8]1([CH2:7]2)[C:16](=[O:24])[N:17]([CH2:30][O:29][CH2:28][CH2:27][Si:26]([CH3:25])([CH3:32])[CH3:33])[c:18]2[n:19][cH:20][cH:21][cH:22][c:23]21.